Task: describe an organic reaction: reactants, conditions, products, and yield. Dataset: the Open Reaction Database (ORD), a public repository of structured organic reaction records Starting materials: CC(C)C[Al+]CC(C)C, Cc1ccccc1, COC(=O)C1=CC=CC(OC)(C(=O)OC)C1, CO, CCCCCC, [H-]. Product: COC(=O)C1=CC=CC(C=O)(OC)C1. As a reaction SMILES: [CH2:25]([Al+:26][CH2:27][CH:28]([CH3:29])[CH3:30])[CH:31]([CH3:32])[CH3:33].[CH3:17][c:18]1[cH:19][cH:20][cH:21][cH:22][cH:23]1.[CH3:1][O:2][C:3]([C:4]1=[CH:13][CH:12]=[CH:11][C:6]([C:7](=[O:8])[O:9][CH3:10])([O:14][CH3:15])[CH2:5]1)=[O:16].[CH3:34][OH:35].[CH3:36][CH2:37][CH2:38][CH2:39][CH2:40][CH3:41].[H-:24]>>[CH3:1][O:2][C:3]([C:4]1=[CH:13][CH:12]=[CH:11][C:6]([CH:7]=[O:8])([O:14][CH3:15])[CH2:5]1)=[O:16]. Starting materials: CC(C)c1cc(C#N)cc2nc(-c3ccc(C(=O)NCC4CCC(CC=O)CC4)cc3)oc12, [BH3-]C#N, O=C([O-])O, CO, CCOC(C)=O, NCc1cc(C(F)(F)F)cc(C(F)(F)F)c1, [Na+], [Na+]. Product: CC(C)c1cc(C#N)cc2nc(-c3ccc(C(=O)NCC4CCC(CCNCc5cc(C(F)(F)F)cc(C(F)(F)F)c5)CC4)cc3)oc12. Reaction SMILES: [C:1](#[N:2])[c:3]1[cH:4][c:5]([CH:31]([CH3:32])[CH3:33])[c:6]2[c:7]([n:8][c:9](-[c:11]3[cH:12][cH:13][c:14]([C:15](=[O:16])[NH:17][CH2:18][CH:19]4[CH2:20][CH2:21][CH:22]([CH2:25][CH:26]=[O:27])[CH2:23][CH2:24]4)[cH:28][cH:29]3)[o:10]2)[cH:30]1.[C:50]([BH3-:51])#[N:52].[C:56](=[O:57])([OH:58])[O-:59].[CH3:54][OH:55].[CH3:61][CH2:62][O:63][C:64](=[O:65])[CH3:66].[F:34][C:35]([c:36]1[cH:37][c:38]([CH2:39][NH2:40])[cH:41][c:42]([C:44]([F:45])([F:46])[F:47])[cH:43]1)([F:48])[F:49].[Na+:53].[Na+:60]>>[C:1](#[N:2])[c:3]1[cH:4][c:5]([CH:31]([CH3:32])[CH3:33])[c:6]2[c:7]([n:8][c:9](-[c:11]3[cH:12][cH:13][c:14]([C:15](=[O:16])[NH:17][CH2:18][CH:19]4[CH2:20][CH2:21][CH:22]([CH2:25][CH2:26][NH:40][CH2:39][c:38]5[cH:37][c:36]([C:35]([F:34])([F:48])[F:49])[cH:43][c:42]([C:44]([F:45])([F:46])[F:47])[cH:41]5)[CH2:23][CH2:24]4)[cH:28][cH:29]3)[o:10]2)[cH:30]1. Reactants: FC=1C=C(C=CC1)S(=O)(=O)C1=CC2=C(C=C1)C1=C(C(NCC1)(C)CN1C(C3=CC=CC=C3C1=O)=O)O2 (2-[7-(3-fluoro-benzenesulfonyl)-1-methyl-1,2,3,4-tetrahydro-benzofuro[2,3-c]pyridin-1-ylmethyl]isoindole-1,3-dione), C(C)O (ethanol), O.NN (hydrazine monohydrate). Conditions: time 4 hour. The product is FC=1C=C(C=CC1)S(=O)(=O)C1=CC2=C(C=C1)C1=C(C(NCC1)(C)CN)O2 (1-{7-[(3-Fluorophenyl)sulfonyl]-1-methyl-1,2,3,4-tetrahydro[1]benzofuro[2,3-c]pyridin-1-yl}methanamine). RXN SMILES: [F:1][C:2]1[CH:3]=[C:4]([S:8]([C:11]2[CH:16]=[CH:15][C:14]3[C:17]4[CH2:22][CH2:21][NH:20][C:19]([CH2:24][N:25]5C(=O)C6C(=CC=CC=6)C5=O)([CH3:23])[C:18]=4[O:36][C:13]=3[CH:12]=2)(=[O:10])=[O:9])[CH:5]=[CH:6][CH:7]=1.C(O)C.O.NN>>[F:1][C:2]1[CH:3]=[C:4]([S:8]([C:11]2[CH:16]=[CH:15][C:14]3[C:17]4[CH2:22][CH2:21][NH:20][C:19]([CH2:24][NH2:25])([CH3:23])[C:18]=4[O:36][C:13]=3[CH:12]=2)(=[O:9])=[O:10])[CH:5]=[CH:6][CH:7]=1 |f:2.3|. Procedure details: To a solution of 2-[7-(3-fluoro-phenylsulfanyl)-1-methyl-1,2,3,4-tetrahydro-benzofuro[2,3-c]pyridin-1-ylmethyl]isoindole-1,3-dione (0.150 g, 0.317 mmol) in methanol (10.0 mL, 247 mmol) was added a solution of Oxone® (0.488 g, 0.794 mmol) in water (5.0 mL, 280 mmol) and the reaction mixture was stirred at room temperature overnight. After 3 h, the reaction was filtered, concentrated, and extracted with DCM/sat. aq. NaHCO3. The organic layer was dried, concentrated and purified by chromatography t... Run in CN(C=O)C (dimethylformamide), O (water). Product: NN1C(N(C(C=C1C(F)(F)F)=O)C=1C(=CC2=C(N(C(CO2)=O)CC#C)C1)F)=O (3-amino-1-[7-fluoro-4-propargyl-2H-1,4-benzoxazin-3(4H)-on-6yl]-4-trifluoromethyl-1,2,3,6-tetrahydropyrimidine-2,6-dione). Reaction SMILES: [F:1][C:2]1[C:15]([NH:16][C:17]([O:19]C)=O)=[CH:14][C:5]2[N:6]([CH2:11][C:12]#[CH:13])[C:7](=[O:10])[CH2:8][O:9][C:4]=2[CH:3]=1.[NH2:21]/[C:22](/[C:29]([F:32])([F:31])[F:30])=[CH:23]\[C:24]([O:26]CC)=O.[H-].[Na+].[N+:35](C1C=C([N+]([O-])=O)C=CC=1ON)([O-])=O>CN(C)C=O.O>[NH2:35][N:21]1[C:22]([C:29]([F:30])([F:31])[F:32])=[CH:23][C:24](=[O:26])[N:16]([C:15]2[C:2]([F:1])=[CH:3][C:4]3[O:9][CH2:8][C:7](=[O:10])[N:6]([CH2:11][C:12]#[CH:13])[C:5]=3[CH:14]=2)[C:17]1=[O:19] |f:2.3|. Procedure details: A mixture of 7-fluoro-6-methoxycarbonylamino-4-propargyl-2H-1,4-benzoxazin-3(4H)-one (1.4 g) and ethyl 3-amino-4,4,4-trifluorocrotonate was dissolved in dimethylformamide (5 g), and sodium hydride (0.2 g) was added thereto. The resultant mixture was stirred for 30 minutes while cooling with ice and heated under reflux for 3 hours. After cooling, 2,4-dinitrophenoxyamine (1.2 g) was added thereto, and the resultant mixture was stirred at 40° C. for 3 hours. After completion of the reaction, the re... Starting materials: resultant mixture, FC1=CC2=C(N(C(CO2)=O)CC#C)C=C1NC(=O)OC (7-fluoro-6-methoxycarbonylamino-4-propargyl-2H-1,4-benzoxazin-3(4H)-one), N\C(=C/C(=O)OCC)\C(F)(F)F (ethyl 3-amino-4,4,4-trifluorocrotonate), [N+](=O)([O-])C1=C(ON)C=CC(=C1)[N+](=O)[O-] (2,4-dinitrophenoxyamine), [H-].[Na+] (sodium hydride), resultant mixture. Reactants: ClC1=CC(=C(C=2C3=C(C(NC12)=O)SC=C3)C3=CC(=C(CCNC(OC(C)(C)C)=O)C=C3)F)OC (tert-butyl 4-(6-chloro-8-methoxy-4-oxo-4,5-dihydrothieno[2,3-c]quinolin-9-yl)-2-fluorophenethylcarbamate), B(Br)(Br)Br (BBr3). The product is Cl.NCCC1=C(C=C(C=C1)C=1C=2C3=C(C(NC2C(=CC1O)Cl)=O)SC=C3)F (9-(4-(2-Aminoethyl)-3-fluorophenyl)-6-chloro-8-hydroxythieno[2,3-c]quinolin-4(5H)-one Hydrochloride). The yield is 87.3%. As a reaction SMILES: [Cl:1][C:2]1[C:11]2[NH:10][C:9](=[O:12])[C:8]3[S:13][CH:14]=[CH:15][C:7]=3[C:6]=2[C:5]([C:16]2[CH:31]=[CH:30][C:19]([CH2:20][CH2:21][NH:22]C(=O)OC(C)(C)C)=[C:18]([F:32])[CH:17]=2)=[C:4]([O:33]C)[CH:3]=1.B(Br)(Br)Br>>[ClH:1].[NH2:22][CH2:21][CH2:20][C:19]1[CH:30]=[CH:31][C:16]([C:5]2[C:6]3[C:7]4[CH:15]=[CH:14][S:13][C:8]=4[C:9](=[O:12])[NH:10][C:11]=3[C:2]([Cl:1])=[CH:3][C:4]=2[OH:33])=[CH:17][C:18]=1[F:32] |f:2.3|. Procedure: Following General Procedure F, tert-butyl 4-(6-chloro-8-methoxy-4-oxo-4,5-dihydrothieno[2,3-c]quinolin-9-yl)-2-fluorophenethylcarbamate (70 mg, 0.14 mmol) was treated with BBr3 (1.0 M in CH2Cl2, 6 mL, 6 mmol) to afford the desired product as a white solid (26 mg, 48%); 1H NMR (500 MHz, CD3OD) δ 7.67 (d, J=5.4 Hz, 1H), 7.51 (t, J=7.7 Hz, 1H), 7.30 (s, 1H), 7.17-7.11 (m, 2H), 6.18 (d, J=5.4 Hz, 1H), 3.35-3.20 (m, 2H), 3.14-3.04 (m, 1H); ESI MS m/z 389 [C19H14ClFN2O2S+H]+; HPLC >99% (AUC), tR=8.93 ...